Dataset: the Open Reaction Database (ORD), a public repository of structured organic reaction records. Task: describe an organic reaction: reactants, conditions, products, and yield The reactants are C(=O)O (formic acid), C=O (formaldehyde), [OH-].[Na+] (sodium hydroxide), Cl.CNC1(CC1)COC=1C=NC=CC1 (N-Methyl-1-[(3-pyridyloxy)methyl]cyclopropanamine hydrochloride). The solvent is O (water), O (water), O (water). Run at temperature 0 celsius, time 20 minute. The product is Cl.CN(C1(CC1)COC=1C=NC=CC1)C (N,N-Dimethyl-1-[(3-pyridyloxy)methyl]cyclopropanamine hydrochloride). RXN SMILES: [ClH:1].[CH3:2][NH:3][C:4]1([CH2:7][O:8][C:9]2[CH:10]=[N:11][CH:12]=[CH:13][CH:14]=2)[CH2:6][CH2:5]1.[CH:15](O)=O.C=O.[OH-].[Na+]>O>[ClH:1].[CH3:2][N:3]([CH3:15])[C:4]1([CH2:7][O:8][C:9]2[CH:10]=[N:11][CH:12]=[CH:13][CH:14]=2)[CH2:6][CH2:5]1 |f:0.1,4.5,7.8|. Reported procedure: 1.07 g of the compound of Example 18 diluted with 1.2 ml of water are added to a solution, cooled to 0° C., of 1.38 g of formic acid, 1.12 ml of 37% formaldehyde in water and 0.15 ml of distilled water. The reaction mixture is heated at reflux for 16 hours and is then cooled to 0° C. and 10 ml of 4N sodium hydroxide solution are added. The mixture is extracted with ether. The organic phase is treated in customary manner and evaporated. The residue is taken up in ethanol, concentrated again and t...